The task is: describe an organic reaction: reactants, conditions, products, and yield. This data is from the Open Reaction Database (ORD), a public repository of structured organic reaction records. Reactants: C(C)(C)(C)OC([C@@H](NC(C1=CC=C(C=C1)NC(CCSCC(COC(CCCCCCCCCCCC1=CC=CC=C1)=O)OC(CCCCCCCCCCCC1=CC=CC=C1)=O)=O)=O)CCC(=O)OC(C)(C)C)=O (4-[6,7-bis(12-phenyldodecanoyloxy)-4-thiaheptanoylamino]benzoyl-glutamic acid di-t-butyl ester), Example 60. The solvent is FC(C(=O)O)(F)F (trifiuoroacetic acid). Reaction conditions: time 2 hour. Yields the product C1(=CC=CC=C1)CCCCCCCCCCCC(=O)OC(CSCCC(=O)NC1=CC=C(C(=O)N[C@@H](CCC(=O)O)C(=O)O)C=C1)COC(CCCCCCCCCCCC1=CC=CC=C1)=O (4-[6,7-bis(12-phenyldodecanoyloxy)-4-thiaheptanoylamino]benzoylglutamic acid). Isolated yield 84.0%. RXN SMILES: C([O:5][C:6](=[O:75])[C@H:7]([CH2:66][CH2:67][C:68]([O:70]C(C)(C)C)=[O:69])[NH:8][C:9](=[O:65])[C:10]1[CH:15]=[CH:14][C:13]([NH:16][C:17](=[O:64])[CH2:18][CH2:19][S:20][CH2:21][CH:22]([O:44][C:45](=[O:63])[CH2:46][CH2:47][CH2:48][CH2:49][CH2:50][CH2:51][CH2:52][CH2:53][CH2:54][CH2:55][CH2:56][C:57]2[CH:62]=[CH:61][CH:60]=[CH:59][CH:58]=2)[CH2:23][O:24][C:25](=[O:43])[CH2:26][CH2:27][CH2:28][CH2:29][CH2:30][CH2:31][CH2:32][CH2:33][CH2:34][CH2:35][CH2:36][C:37]2[CH:42]=[CH:41][CH:40]=[CH:39][CH:38]=2)=[CH:12][CH:11]=1)(C)(C)C>FC(F)(F)C(O)=O>[C:57]1([CH2:56][CH2:55][CH2:54][CH2:53][CH2:52][CH2:51][CH2:50][CH2:49][CH2:48][CH2:47][CH2:46][C:45]([O:44][CH:22]([CH2:23][O:24][C:25](=[O:43])[CH2:26][CH2:27][CH2:28][CH2:29][CH2:30][CH2:31][CH2:32][CH2:33][CH2:34][CH2:35][CH2:36][C:37]2[CH:38]=[CH:39][CH:40]=[CH:41][CH:42]=2)[CH2:21][S:20][CH2:19][CH2:18][C:17]([NH:16][C:13]2[CH:14]=[CH:15][C:10]([C:9]([NH:8][C@H:7]([C:6]([OH:75])=[O:5])[CH2:66][CH2:67][C:68]([OH:70])=[O:69])=[O:65])=[CH:11][CH:12]=2)=[O:64])=[O:63])[CH:58]=[CH:59][CH:60]=[CH:61][CH:62]=1. Procedure: A solution of 4-[6,7-bis(12-phenyldodecanoyloxy)-4-thiaheptanoylamino]benzoyl-glutamic acid di-t-butyl ester as obtained in Example 60 (275 mg) in trifiuoroacetic acid (2 ml) was stirred at room temperature for 2 hours, after which the solvent was distilled off under reduced pressure, to yield the title compound (207 mg, yield 84%) as a syrup. Starting materials: FC(S(=O)(=O)O[Si](C)(C)C(C)(C)C)(F)F (Tert-butyldimethylsilyl trifluoromethanesulfonate), FC1=CC=C(C=N1)C(CO)(C)C (2-(6-fluoropyridin-3-yl)-2-methylpropan-1-ol), C(C)(C)N(C(C)C)CC (N,N-diisopropylethylamine). Solvent: C(Cl)Cl (CH2Cl2). Conditions: temperature 0 celsius, time 30 minute. The product is [Si](C)(C)(C(C)(C)C)OCC(C)(C)C=1C=CC(=NC1)F (5-(1-(tert-butyldimethylsilyloxy)-2-methylpropan-2-yl)-2-fluoropyridine). Isolated yield 90.7%. As a reaction SMILES: FC(F)(F)S([O:6][Si:7]([C:10]([CH3:13])([CH3:12])[CH3:11])([CH3:9])[CH3:8])(=O)=O.[F:16][C:17]1[N:22]=[CH:21][C:20]([C:23]([CH3:27])([CH3:26])[CH2:24]O)=[CH:19][CH:18]=1.C(N(CC)C(C)C)(C)C>C(Cl)Cl>[Si:7]([O:6][CH2:27][C:23]([C:20]1[CH:19]=[CH:18][C:17]([F:16])=[N:22][CH:21]=1)([CH3:24])[CH3:26])([C:10]([CH3:11])([CH3:12])[CH3:13])([CH3:8])[CH3:9]. Procedure: Tert-butyldimethylsilyl trifluoromethanesulfonate (2.180 mL, 9.49 mmol) was added to a solution of 2-(6-fluoropyridin-3-yl)-2-methylpropan-1-ol (1.46 g, 8.63 mmol) and N,N-diisopropylethylamine (3.31 mL, 18.98 mmol) in CH2Cl2 (43.1 mL) at 0° C., and the resulting mixture stirred at 0° C. for 30 min. The reaction mixture was subsequently concentrated onto silica gel and chromatographically purified (silica gel, 0 to 15% EtOAc/hexanes) to provide 5-(1-(tert-butyldimethylsilyloxy)-2-methylpropan-2-... Reactants: BrCCCCCC(=O)O (6-bromohexanoic acid), C1(=CC=CC=C1)P(C1=CC=CC=C1)C1=CC=CC=C1 (triphenylphosphine), C(C)#N (acetonitrile). Product: [Br-].C(=O)(O)CCCCCC[P+](C1=CC=CC=C1)(C1=CC=CC=C1)C1=CC=CC=C1 (6-Carboxyhexyl(triphenyl)phosphonium bromide). Yield: 86.0%. RXN SMILES: [Br:1][CH2:2][CH2:3][CH2:4][CH2:5][CH2:6][C:7]([OH:9])=[O:8].[C:10]1([P:16]([C:23]2[CH:28]=[CH:27][CH:26]=[CH:25][CH:24]=2)[C:17]2[CH:22]=[CH:21][CH:20]=[CH:19][CH:18]=2)[CH:15]=[CH:14][CH:13]=[CH:12][CH:11]=1.[C:29](#N)C>>[Br-:1].[C:7]([CH2:6][CH2:5][CH2:4][CH2:3][CH2:2][CH2:29][P+:16]([C:10]1[CH:11]=[CH:12][CH:13]=[CH:14][CH:15]=1)([C:17]1[CH:22]=[CH:21][CH:20]=[CH:19][CH:18]=1)[C:23]1[CH:24]=[CH:25][CH:26]=[CH:27][CH:28]=1)([OH:9])=[O:8] |f:3.4|. Procedure details: A solution of 6-bromohexanoic acid (18 mmol, 3.50 g) and triphenylphosphine (18 mmol, 4.71 g) in acetonitrile (18 mL) was refluxed for 18 h. The reaction mixture was then cooled down, the off-white solid formed filtered. Flash chromatography over silica gel (EtOAc then MeOH) afforded the product as a white solid (1.08 g, 86%). Yields the product BrC1=CC=C2C=CN=C(C2=C1)NC(C1=CC=CC=C1)=O (N-(7-bromo-1-isoquinolinyl)benzamide). Reaction SMILES: [NH2:1][C:2]1[C:11]2[C:6](=[CH:7][CH:8]=[C:9]([Br:12])[CH:10]=2)[CH:5]=[CH:4][N:3]=1.BrC1C=C2C(=CC=1)C(N[C:25](=[O:32])[C:26]1[CH:31]=[CH:30][CH:29]=[CH:28][CH:27]=1)=NC=C2>>[Br:12][C:9]1[CH:10]=[C:11]2[C:6]([CH:5]=[CH:4][N:3]=[C:2]2[NH:1][C:25](=[O:32])[C:26]2[CH:31]=[CH:30][CH:29]=[CH:28][CH:27]=2)=[CH:7][CH:8]=1. Procedure: Compound 37e was prepared from 37d using the procedure described for 1e. 1H-NMR 200 MHz (CDCl3) δ: 6.98 (1H,d, J=6 Hz), 7.37-7.57 (6H, m), 8.41-8.48 (2H, m), 9.14 (1H, d, J=2 Hz). Reactants: NC1=NC=CC2=CC=C(C=C12)Br (1-Amino-7-bromoisoquinoline), BrC=1C=C2C=CN=C(C2=CC1)NC(C1=CC=CC=C1)=O (N-(6-bromo-1-isoquinolinyl)benzamide). Starting materials: C(C)(=O)ON=C(C(=O)OC(C1=CC=CC=C1)C1=CC=CC=C1)C(CBr)=O (benzhydryl 2-acetoxyimino-4-bromo-3-oxobutyrate), NC(=S)N (thiourea). Run in CN(C(C)=O)C (N,N-dimethylacetamide). Product: C(C)(=O)ON=C(C(=O)OC(C1=CC=CC=C1)C1=CC=CC=C1)C=1NC(SC1)=N (benzhydryl 2-acetoxyimino-2-(2-imino-4-thiazolin-4yl)acetate). Yield: 43.0%. As a reaction SMILES: [C:1]([O:4][N:5]=[C:6]([C:23](=O)[CH2:24]Br)[C:7]([O:9][CH:10]([C:17]1[CH:22]=[CH:21][CH:20]=[CH:19][CH:18]=1)[C:11]1[CH:16]=[CH:15][CH:14]=[CH:13][CH:12]=1)=[O:8])(=[O:3])[CH3:2].[NH2:27][C:28]([NH2:30])=[S:29]>CN(C)C(=O)C>[C:1]([O:4][N:5]=[C:6]([C:23]1[NH:30][C:28](=[NH:27])[S:29][CH:24]=1)[C:7]([O:9][CH:10]([C:17]1[CH:22]=[CH:21][CH:20]=[CH:19][CH:18]=1)[C:11]1[CH:16]=[CH:15][CH:14]=[CH:13][CH:12]=1)=[O:8])(=[O:3])[CH3:2]. Procedure details: In 20 ml of N,N-dimethylacetamide there were dissolved 26.5 g of benzhydryl 2-acetoxyimino-4-bromo-3-oxobutyrate and, under ice-cooling and stirring, 4.81 g of thiourea were added. The mixture was stirred at room temperature for 3 hours and 15 minutes, after which it was washed well with 80 ml of ether. The ether was discarded after being removed by decantation. The above procedure was carried out once again and the mixture was poured into 100 ml of water, whereupon crystals separated out. After... Reactants: NC1=NC=C(C=N1)C1=CC(=C(C(=O)NC(C(=O)O)C)C=C1)F (2-[4-(2-aminopyrimidin-5-yl)-2-fluorobenzoyl]aminopropanoic acid), ClC(C=O)C1(CC1)C=1C=C2C=CC=NC2=CC1 (chloro(1-quinolin-6-ylcyclopropyl)acetaldehyde). Solvent: C(C)O (ethanol). Run at temperature 90 celsius, time 8 hour. Product: FC1=C(C(=O)NC(C(=O)O)C)C=CC(=C1)C=1C=NC=2N(C1)C(=CN2)C2(CC2)C=2C=C1C=CC=NC1=CC2 (2-(2-fluoro-4-[3-(1-quinolin-6-ylcyclopropyl)imidazo[1,2-a]pyrimidin-6-yl]benzoylamino)propanoic acid). As a reaction SMILES: [NH2:1][C:2]1[N:7]=[CH:6][C:5]([C:8]2[CH:21]=[CH:20][C:11]([C:12]([NH:14][CH:15]([CH3:19])[C:16]([OH:18])=[O:17])=[O:13])=[C:10]([F:22])[CH:9]=2)=[CH:4][N:3]=1.Cl[CH:24]([C:27]1([C:30]2[CH:31]=[C:32]3[C:37](=[CH:38][CH:39]=2)[N:36]=[CH:35][CH:34]=[CH:33]3)[CH2:29][CH2:28]1)[CH:25]=O>C(O)C>[F:22][C:10]1[CH:9]=[C:8]([C:5]2[CH:6]=[N:7][C:2]3[N:3]([C:24]([C:27]4([C:30]5[CH:31]=[C:32]6[C:37](=[CH:38][CH:39]=5)[N:36]=[CH:35][CH:34]=[CH:33]6)[CH2:29][CH2:28]4)=[CH:25][N:1]=3)[CH:4]=2)[CH:21]=[CH:20][C:11]=1[C:12]([NH:14][CH:15]([CH3:19])[C:16]([OH:18])=[O:17])=[O:13]. Procedure: A mixture of 2-[4-(2-aminopyrimidin-5-yl)-2-fluorobenzoyl]aminopropanoic acid (0.20 g, 0.66 mmol) and chloro(1-quinolin-6-ylcyclopropyl)acetaldehyde (0.19 g, 0.79 mmol) in ethanol (4.0 mL) was stirred overnight at 90° C. The mixture was concentrated to afford the crude product. LCMS: (M+H)=496.1. Product: ClC1=C(OCCCOC2=CC=C(C=C2)CC(C)=O)C(=CC(=C1)OCC=C(Cl)Cl)Cl (1-(4-{3-[2,6-Dichloro-4-(3,3-dichloro-allyloxy)-phenoxy]-propoxy}-phenyl)-propan-2-one). Reactants: C(C)(C)OC(=O)N=NC(=O)OC(C)C (azodicarboxylic acid diisopropyl ester), C1(=CC=CC=C1)P(C1=CC=CC=C1)C1=CC=CC=C1 (triphenylphosphine), ClC1=C(OCCCO)C(=CC(=C1)OCC=C(Cl)Cl)Cl (3-[2,6-dichloro-4-(3,3-dichloro-allyloxy)-phenoxy]-propan-1-ol), OC1=CC=C(C=C1)CC(C)=O (1-(4-hydroxy-phenyl)-propan-2-one). Reported procedure: P4.1) At 0-2° C., 4.3 g of azodicarboxylic acid diisopropyl ester are added dropwise to 5.6 g of triphenylphosphine in 100 ml of tetrahydrofuran. After 30 minutes' stirring, a solution of 6.7 g of 3-[2,6-dichloro-4-(3,3-dichloro-allyloxy)-phenoxy]-propan-1-ol and 2.9 g of 1-(4-hydroxy-phenyl)-propan-2-one in 100 ml of tetrahydrofuran is added dropwise at 0-2° C. in the course of 45 minutes. After 2 hours at from 0 to 2° C. and 6 hours at room temperature, the reaction mixture is concentrated and... Solvent: O1CCCC1 (tetrahydrofuran), O1CCCC1 (tetrahydrofuran). As a reaction SMILES: C(OC(N=NC(OC(C)C)=O)=O)(C)C.C1(P(C2C=CC=CC=2)C2C=CC=CC=2)C=CC=CC=1.[Cl:34][C:35]1[CH:45]=[C:44]([O:46][CH2:47][CH:48]=[C:49]([Cl:51])[Cl:50])[CH:43]=[C:42]([Cl:52])[C:36]=1[O:37][CH2:38][CH2:39][CH2:40][OH:41].O[C:54]1[CH:59]=[CH:58][C:57]([CH2:60][C:61](=[O:63])[CH3:62])=[CH:56][CH:55]=1>O1CCCC1>[Cl:34][C:35]1[CH:45]=[C:44]([O:46][CH2:47][CH:48]=[C:49]([Cl:51])[Cl:50])[CH:43]=[C:42]([Cl:52])[C:36]=1[O:37][CH2:38][CH2:39][CH2:40][O:41][C:54]1[CH:59]=[CH:58][C:57]([CH2:60][C:61](=[O:63])[CH3:62])=[CH:56][CH:55]=1. Run at time 30 minute. The reactants are CCOC(=O)CP(=O)(OCC)OCC, [H-], [Na+], O=Cc1ccc2c(c1)CCO2, C1CCOC1, O. Yields the product CCOC(=O)C=Cc1ccc2c(c1)CCO2. RXN SMILES: [CH3:8][CH2:9][O:10][C:11](=[O:12])[CH2:13][P:14]([O:15][CH2:16][CH3:17])([O:18][CH2:19][CH3:20])=[O:21].[H-:1].[Na+:2].[O:22]1[CH2:23][CH2:24][c:25]2[c:26]1[cH:27][cH:28][c:29]([CH:31]=[O:32])[cH:30]2.[O:3]1[CH2:4][CH2:5][CH2:6][CH2:7]1.[OH2:33]>>[CH3:8][CH2:9][O:10][C:11](=[O:12])[CH:13]=[CH:31][c:29]1[cH:28][cH:27][c:26]2[c:25]([cH:30]1)[CH2:24][CH2:23][O:22]2.